Dataset: the Open Reaction Database (ORD), a public repository of structured organic reaction records. Task: describe an organic reaction: reactants, conditions, products, and yield Reactants: BrC=1N=CN2C1N=CC=C2C=2C=C(C=CC2)C(F)(F)F (8-bromo-4-(α,α,α-trifluoro-m-tolyl)imidazo[1,5-a]pyrimidine), cuprous cyanide, CN(C=O)C (N,N-dimethylformamide). Product: FC(C1=CC(=CC=C1)C1=CC=NC=2N1C=NC2C#N)(F)F (4-(α,α,α-Trifluoro-m-tolyl)imidazo[1,5-a]pyrimidine-8-carbonitrile). Reaction SMILES: Br[C:2]1[N:3]=[CH:4][N:5]2[C:10]([C:11]3[CH:12]=[C:13]([C:17]([F:20])([F:19])[F:18])[CH:14]=[CH:15][CH:16]=3)=[CH:9][CH:8]=[N:7][C:6]=12.[CH3:21][N:22](C)C=O>>[F:18][C:17]([F:20])([F:19])[C:13]1[CH:14]=[CH:15][CH:16]=[C:11]([C:10]2[N:5]3[CH:4]=[N:3][C:2]([C:21]#[N:22])=[C:6]3[N:7]=[CH:8][CH:9]=2)[CH:12]=1. Procedure details: A mixture of 1.0 g. of 8-bromo-4-(α,α,α-trifluoro-m-tolyl)imidazo[1,5-a]pyrimidine, 0.45 g. of cuprous cyanide and 25 ml. of N,N-dimethylformamide is refluxed for 16 hours. The solvent is removed under reduced pressure. The residue is extracted with methylene chloride and the solution passed through a column of hydrous magnesium silicate. The eluent is collected, concentrated and n-hexane added while heating. The product separates as crystals, m.p. 168°-169° C. Starting materials: [Li]CCCC (n-BuLi), (3S, 6S)-3, 6-octanediol cyclic sulfate, P[C-]1C=CC=C1.[C-]1(C=CC=C1)P.[Fe+2] (1,1'-bis(phosphino)ferrocene), [Li]CCCC (n-BuLi), solution, CO (MeOH). The solvent is CCCCCC (hexane), C1CCOC1 (THF), C1CCOC1 (THF), CCCCCC (hexane). Reaction conditions: temperature -30 celsius, time 1.5 hour. The product is [CH-]1C=CC=C1.[CH-]1C=CC=C1.[Fe+2] (ferrocene). RXN SMILES: P[C-:2]1[CH:6]=[CH:5][CH:4]=[CH:3]1.[C-:7]1(P)[CH:11]=[CH:10][CH:9]=[CH:8]1.[Fe+2:13].[Li]CCCC.CO>C1COCC1.CCCCCC>[CH-:2]1[CH:6]=[CH:5][CH:4]=[CH:3]1.[CH-:7]1[CH:11]=[CH:10][CH:9]=[CH:8]1.[Fe+2:13] |f:0.1.2,7.8.9|. Procedure: To a solution of 1,1'-bis(phosphino)ferrocene (0.2 g, 0.8 mmol) in THF (30 mL) was added dropwise via syringe n-BuLi (1.0 mL of a 1.6M solution in hexane, 2.0 equiv. ). The orange solution was allowed to stir for 1.5 h during which it became slightly cloudy. To the resulting mixture was then added a THF solution (10 mL) of (3S, 6S)-3, 6-octanediol cyclic sulfate (0.338 g, 1.6 mmol). After stirring for 1 h, n-BuLi (1.15 mL of a 1.6M hexane solution, 2.2 equiv.) was again added dropwise via syring... Starting materials: COC1=CC=C(C=C1)Cl (p-methoxyphenyl chloride), FC1=CC=C(C=C1)C(CC)=O (1-(4-fluorophenyl)-1-propanone), C(C)(C)(C)O[Na] (t-BuONa). The reagents and catalysts are C(C)(=O)[O-].[Pd+2].C(C)(=O)[O-] (palladium acetate), COC1=C(C(=CC=C1)N(C1=CC=CC=C1)C)P(C1CCCCC1)C1CCCCC1 (2-Methoxy-6-(N-methyl-N-phenyl-amino)phenyl(dicyclohexyl)phosphine). Run in C1(=CC=CC=C1)C (toluene). The product is FC1=CC=C(C=C1)C(C(C)C1=CC=C(C=C1)OC)=O (1-(4′-Fluorophenyl)-2-(4′-methoxyphenyl)-1-propanone). Isolated yield 80.0%. RXN SMILES: [CH3:1][O:2][C:3]1[CH:8]=[CH:7][C:6](Cl)=[CH:5][CH:4]=1.[F:10][C:11]1[CH:16]=[CH:15][C:14]([C:17](=[O:20])[CH2:18][CH3:19])=[CH:13][CH:12]=1.C(O[Na])(C)(C)C>C1(C)C=CC=CC=1.C([O-])(=O)C.[Pd+2].C([O-])(=O)C.COC1C=CC=C(N(C)C2C=CC=CC=2)C=1P(C1CCCCC1)C1CCCCC1>[F:10][C:11]1[CH:12]=[CH:13][C:14]([C:17](=[O:20])[CH:18]([C:6]2[CH:7]=[CH:8][C:3]([O:2][CH3:1])=[CH:4][CH:5]=2)[CH3:19])=[CH:15][CH:16]=1 |f:4.5.6|. Reported procedure: This reaction is carried out in the same manner as the reaction in example 3. The difference is that, the reactants are p-methoxyphenyl chloride (142.8 mg, 1.0 mmol), 1-(4-fluorophenyl)-1-propanone (183.5 mg, 1.2 mmol), palladium acetate (6.7 mg, 0.030 mmol), 2-Methoxy-6-(N-methyl-N-phenyl-amino)phenyl(dicyclohexyl)phosphine (18.3 mg, 0.045 mmol), t-BuONa (115.6 mg, 1.2 mmol) in 3 mL dry toluene at 110° C. for 18.5 h. 1-(4′-Fluorophenyl)-2-(4′-methoxyphenyl)-1-propanone (206.7 mg) was obtained w... The reactants are ClC1=C(C=C2CC(C(C2=C1Cl)=O)(CCC)CCC(C)=O)CC(=O)O ([6,7-Dichloro-2,3-dihydro-1-oxo-2-(3-oxo-butyl)-2-propyl-1H-inden-5-yl]acetic acid), Cl (hydrochloric acid). Run in [OH-].[Na+] (sodium hydroxide), O (water), O (water). The product is ClC1=C2C3=CC(CCC3(CC2=CC(=C1Cl)CC(=O)O)CCC)=O ((5,6-Dichloro-2,3,9,9a-tetrahydro-3-oxo-9a-propyl-1H-fluoren-7-yl)acetic acid). Reaction SMILES: [Cl:1][C:2]1[C:10]([Cl:11])=[C:9]2[C:5]([CH2:6][C:7]([CH2:16][CH2:17][C:18](=[O:20])[CH3:19])([CH2:13][CH2:14][CH3:15])[C:8]2=O)=[CH:4][C:3]=1[CH2:21][C:22]([OH:24])=[O:23].Cl>[OH-].[Na+].O>[Cl:11][C:10]1[C:2]([Cl:1])=[C:3]([CH2:21][C:22]([OH:24])=[O:23])[CH:4]=[C:5]2[C:9]=1[C:8]1[C:7]([CH2:13][CH2:14][CH3:15])([CH2:6]2)[CH2:16][CH2:17][C:18](=[O:20])[CH:19]=1 |f:2.3|. Procedure details: [6,7-Dichloro-2,3-dihydro-1-oxo-2-(3-oxo-butyl)-2-propyl-1H-inden-5-yl]acetic acid (3.0 g, 0.00808 mole) was dissolved in 25 ml 1N sodium hydroxide and 6 ml water, stirred at room temperature for 70 hours and then the reaction was diluted with water and acidified with hydrochloric acid. The product was extracted with methylene chloride, the organic extracts were washed with water, dried over MgSO4, concentrated under vacuum and the residue recrystallized from acetonitrile to obtain the product, ... Starting materials: O.Cl.C(C1=CC=CC=C1)(=N)N (benzamidine hydrochloride hydrate), C[O-].[Na+] (sodium methoxide), C(C)C(C(=O)OCC)C(=O)OCC (diethyl ethylmalonate). Run in CO (methanol), CO (methanol). The product is C(C)C=1C(NC(=NC1O)C1=CC=CC=C1)=O (5-ethyl-6-hydroxy-2-phenyl-4(3H)-pyrimidinone). Isolated yield 50.9%. RXN SMILES: O.Cl.[C:3]([NH2:11])(=[NH:10])[C:4]1[CH:9]=[CH:8][CH:7]=[CH:6][CH:5]=1.C[O-].[Na+].[CH2:15]([CH:17]([C:23](OCC)=[O:24])[C:18](OCC)=[O:19])[CH3:16]>CO>[CH2:15]([C:17]1[C:18](=[O:19])[NH:10][C:3]([C:4]2[CH:9]=[CH:8][CH:7]=[CH:6][CH:5]=2)=[N:11][C:23]=1[OH:24])[CH3:16] |f:0.1.2,3.4|. Reported procedure: A mixture of 45.19 g (0.29 mol) of benzamidine hydrochloride hydrate, 127.42 g (0.59 mol) of 25% sodium methoxide in methanol, 55 mL (0.29 mol) of diethyl ethylmalonate and 175 mL of methanol was heated at reflux for 25 h. The mixture was rotovapped to remove the bulk of the methanol. The residue was diluted with 300 mL of water and the pH was adjusted to 7 with concentrated hydrochloric acid. The solid precipitate was collected by filtration and dried under vacuum at 50° C. to afford 31.89 g (5... Reactants: Cl (Hydrogen chloride), [Br-].C(C)(=O)O[C@H]1C[C@@H]2CC[C@H]3[C@@H]4C[C@@H]([C@H]([C@@]4(C)CC[C@@H]3[C@]2(C[C@@H]1N1CCCCC1)C)OC(CCC)=O)[N+]1(CCCCC1)C (1-[(2β, 3α, 5α, 16β, 17α)-3-(acetyloxy)-17-(1-oxobutoxy)-2-(1-piperidinyl)-androstan-16-yl]-1-methylpiperidinium bromide), C(C)OCC (diethyl ether). Solvent: ClCCl (dichloromethane), CC(=O)C (acetone). Product: Cl.[Br-].C(C)(=O)O[C@H]1C[C@@H]2CC[C@H]3[C@@H]4C[C@@H]([C@H]([C@@]4(C)CC[C@@H]3[C@]2(C[C@@H]1N1CCCCC1)C)OC(CCC)=O)[N+]1(CCCCC1)C (1-[(2β, 3α, 5α, 16β, 17α)-3-(acetyloxy)-17-(1-oxobutoxy)-2-(1-piperidinyl)-androstan-16-yl]-1-methylpiperidinium bromide hydrochloride). RXN SMILES: [ClH:1].[Br-:2].[C:3]([O:6][C@@H:7]1[C@@H:24]([N:25]2[CH2:30][CH2:29][CH2:28][CH2:27][CH2:26]2)[CH2:23][C@@:22]2([CH3:31])[C@@H:9]([CH2:10][CH2:11][C@@H:12]3[C@@H:21]2[CH2:20][CH2:19][C@@:17]2([CH3:18])[C@H:13]3[CH2:14][C@H:15]([N+:38]3([CH3:44])[CH2:43][CH2:42][CH2:41][CH2:40][CH2:39]3)[C@H:16]2[O:32][C:33](=[O:37])[CH2:34][CH2:35][CH3:36])[CH2:8]1)(=[O:5])[CH3:4].C(OCC)C>ClCCl.CC(C)=O>[ClH:1].[Br-:2].[C:3]([O:6][C@@H:7]1[C@@H:24]([N:25]2[CH2:26][CH2:27][CH2:28][CH2:29][CH2:30]2)[CH2:23][C@@:22]2([CH3:31])[C@@H:9]([CH2:10][CH2:11][C@@H:12]3[C@@H:21]2[CH2:20][CH2:19][C@@:17]2([CH3:18])[C@H:13]3[CH2:14][C@H:15]([N+:38]3([CH3:44])[CH2:39][CH2:40][CH2:41][CH2:42][CH2:43]3)[C@H:16]2[O:32][C:33](=[O:37])[CH2:34][CH2:35][CH3:36])[CH2:8]1)(=[O:5])[CH3:4] |f:1.2,6.7.8|. Procedure: Hydrogen chloride gas Was passed through a solution of 1-[(2β, 3α, 5α, 16β, 17α)-3-(acetyloxy)-17-(1-oxobutoxy)-2-(1-piperidinyl)-androstan-16-yl]-1-methylpiperidinium bromide, (0.5 g) in dichloromethane (40 ml), then the solution was evaporated to give a froth. The product was dissolved in acetone and diethyl ether was added to precipitate an amorphous solid, Which Was filtered off and washed with ether. The solid was heated under reflux in acetone to give 1-[(2β, 3α, 5α, 16β, 17α)-3-(acetyloxy... Starting materials: ClC1=C(C=C(C=N1)C=1C=CC=2N(N1)C(=C(N2)NC(C)=O)I)NS(=O)(=O)C2=CC(=CC=C2)OC(F)F (N-(6-(6-chloro-5-(3-(difluoromethoxy)phenylsulfonamido)pyridin-3-yl)-3-iodoimidazo[1,2-b]pyridazin-2-yl)acetamide), N1=CC(=CC=C1)B(O)O (3-pyridylboronic acid), C([O-])([O-])=O.[Na+].[Na+] (sodium carbonate). The reagents and catalysts are [Pd+2].ClC1=C([C-](C=C1)P(C1=CC=CC=C1)C1=CC=CC=C1)Cl.[C-]1(C=CC=C1)P(C1=CC=CC=C1)C1=CC=CC=C1.[Fe+2] (dichloro 1,1′-bis(diphenylphosphino)ferrocene palladium(II)). Solvent: O1CCOCC1 (1,4-dioxane). Conditions: temperature 90 celsius. Yields the product ClC1=C(C=C(C=N1)C=1C=CC=2N(N1)C(=C(N2)NC(C)=O)C=2C=NC=CC2)NS(=O)(=O)C2=CC(=CC=C2)OC(F)F (N-(6-(6-chloro-5-(3-(difluoromethoxy)phenylsulfonamido)pyridin-3-yl)-3-(pyridin-3-yl)imidazo[1,2-b]pyridazin-2-yl)acetamide). RXN SMILES: [Cl:1][C:2]1[N:7]=[CH:6][C:5]([C:8]2[CH:9]=[CH:10][C:11]3[N:12]([C:14](I)=[C:15]([NH:17][C:18](=[O:20])[CH3:19])[N:16]=3)[N:13]=2)=[CH:4][C:3]=1[NH:22][S:23]([C:26]1[CH:31]=[CH:30][CH:29]=[C:28]([O:32][CH:33]([F:35])[F:34])[CH:27]=1)(=[O:25])=[O:24].[N:36]1[CH:41]=[CH:40][CH:39]=[C:38](B(O)O)[CH:37]=1.C(=O)([O-])[O-].[Na+].[Na+]>[Pd+2].ClC1C=C[C-](P(C2C=CC=CC=2)C2C=CC=CC=2)C=1Cl.[C-]1(P(C2C=CC=CC=2)C2C=CC=CC=2)C=CC=C1.[Fe+2].O1CCOCC1>[Cl:1][C:2]1[N:7]=[CH:6][C:5]([C:8]2[CH:9]=[CH:10][C:11]3[N:12]([C:14]([C:38]4[CH:37]=[N:36][CH:41]=[CH:40][CH:39]=4)=[C:15]([NH:17][C:18](=[O:20])[CH3:19])[N:16]=3)[N:13]=2)=[CH:4][C:3]=1[NH:22][S:23]([C:26]1[CH:31]=[CH:30][CH:29]=[C:28]([O:32][CH:33]([F:35])[F:34])[CH:27]=1)(=[O:25])=[O:24] |f:2.3.4,5.6.7.8|. Reported procedure: A sealable vial was charged with N-(6-(6-chloro-5-(3-(difluoromethoxy)phenylsulfonamido)pyridin-3-yl)-3-iodoimidazo[1,2-b]pyridazin-2-yl)acetamide (27.0 mg, 42.5 μmol), 3-pyridylboronic acid (6.27 mg, 51.0 μmol), and dichloro 1,1′-bis(diphenylphosphino)ferrocene palladium(II) (2.36 mg, 4.25 μmol). The vial was sealed and 1,4-dioxane (1 mL) was added under positive N2 flow. Then an aqueous solution of sodium carbonate (1.9 M, 89.5 μl, 170 μmol) was added via syringe. The resulting solution was sp... The reactants are C(C)OC=1C(=CC2=CC=CC=C2C1)CC1CCNCC1 (4-[(3-ethoxy-2-naphthyl)methyl]piperidine), ClCCCC(=O)C1=CC=C(C=C1)F (4-chloro-1-(4-fluorophenyl)-1-butanone), N1CCC(CC1)C(=O)C1=CC2=CC=C(C=C2C=C1)Cl (6-chloro-2-naphthyl 4-piperidyl ketone), BrCCC(O)C1=CC=CC=C1 (3-bromo-1-phenylpropanol). Product: C1(=CC=CC=C1)C(CCN1CCC(CC1)CC1=CC2=CC=CC=C2C=C1OCC)O (α-phenyl-4-[(3-ethoxy-2-naphthyl)methyl]-1-piperidinepropanol). As a reaction SMILES: [CH2:1]([O:3][C:4]1[C:5]([CH2:14][CH:15]2[CH2:20][CH2:19][NH:18][CH2:17][CH2:16]2)=[CH:6][C:7]2[C:12]([CH:13]=1)=[CH:11][CH:10]=[CH:9][CH:8]=2)[CH3:2].N1CC[CH:24]([C:27]([C:29]2[CH:38]=[CH:37][C:36]3[C:31](=CC=C(Cl)C=3)[CH:30]=2)=[O:28])[CH2:23]C1.BrCCC(C1C=CC=CC=1)O.ClCCCC(C1C=CC(F)=CC=1)=O>>[C:29]1([CH:27]([OH:28])[CH2:24][CH2:23][N:18]2[CH2:19][CH2:20][CH:15]([CH2:14][C:5]3[C:4]([O:3][CH2:1][CH3:2])=[CH:13][C:12]4[C:7](=[CH:8][CH:9]=[CH:10][CH:11]=4)[CH:6]=3)[CH2:16][CH2:17]2)[CH:38]=[CH:37][CH:36]=[CH:31][CH:30]=1. Procedure details: When in the procedure of Example 25, 4-[(3-ethoxy-2-naphthyl)methyl]piperidine is substituted for 6-chloro-2-naphthyl 4-piperidyl ketone and 3-bromo-1-phenylpropanol substituted for 4-chloro-1-(4-fluorophenyl)-1-butanone, α-phenyl-4-[(3-ethoxy-2-naphthyl)methyl]-1-piperidinepropanol is obtained.